From a dataset of the Open Reaction Database (ORD), a public repository of structured organic reaction records. describe an organic reaction: reactants, conditions, products, and yield Reactants: [N-]=[N+]=[N-].[Na+] (sodium azide), C(C)(=O)C1=C(C(=C(C=C1)SCC1=CC=C(C=C1)[C@@H](C=1C=C(C#N)C=CC1)O)CCC)O ((S)-3-{[4-(4-Acetyl-3-hydroxy-2-propyl-phenylsulfanylmethyl)-phenyl]-hydroxy-methyl}-benzonitrile), O (water). Reagents/catalysts: [Br-].[Zn+2].[Br-] (zinc bromide). Solvent: CN1C(CCC1)=O (N-methylpyrrolidinone). Run at temperature 140 celsius, time 18 hour. Yields the product OC1=C(C=CC(=C1CCC)SCC1=CC=C(C=C1)[C@@H](C1=CC(=CC=C1)C1=NN=NN1)O)C(C)=O ((S)-1-[2-hydroxy-4-(4-{hydroxy-[3-(1H-tetrazol-5-yl)-phenyl]-methyl}-benzylsulfanyl)-3-propyl-phenyl]-ethanone). Isolated yield 31.2%. RXN SMILES: [N-:1]=[N+:2]=[N-:3].[Na+].[C:5]([C:8]1[CH:13]=[CH:12][C:11]([S:14][CH2:15][C:16]2[CH:21]=[CH:20][C:19]([C@H:22]([OH:31])[C:23]3[CH:24]=[C:25]([CH:28]=[CH:29][CH:30]=3)[C:26]#[N:27])=[CH:18][CH:17]=2)=[C:10]([CH2:32][CH2:33][CH3:34])[C:9]=1[OH:35])(=[O:7])[CH3:6].O>CN1CCCC1=O.[Br-].[Zn+2].[Br-]>[OH:35][C:9]1[C:10]([CH2:32][CH2:33][CH3:34])=[C:11]([S:14][CH2:15][C:16]2[CH:21]=[CH:20][C:19]([C@H:22]([OH:31])[C:23]3[CH:30]=[CH:29][CH:28]=[C:25]([C:26]4[NH:27][N:3]=[N:2][N:1]=4)[CH:24]=3)=[CH:18][CH:17]=2)[CH:12]=[CH:13][C:8]=1[C:5](=[O:7])[CH3:6] |f:0.1,5.6.7|. Procedure details: Add sodium azide (66 mg, 0.25 mmol) and zinc bromide (131 mg, 0.50 mmol) to a solution of (S)-3-{[4-(4-Acetyl-3-hydroxy-2-propyl-phenylsulfanylmethyl)-phenyl]-hydroxy-methyl}-benzonitrile (110 mg, 0.25 mmol) in N-methylpyrrolidinone (2.0 ml). Heat the mixture at 140° C. for 12 hours, then cool to room temperature and stir for 18 hours. Pour the mixture into water (25 ml) and stir the solid suspension for 20 minutes. Filter and wash the filtered solid with water. Dissolve the solid in a 1N HCl (2...